describe an organic reaction: reactants, conditions, products, and yield From a dataset of the Open Reaction Database (ORD), a public repository of structured organic reaction records. The reactants are O=C1CC(C2=CC=CC=C12)C(=O)O (3-oxo-indancarboxylic acid). The reagents and catalysts are [Pd] (Pd/C). The solvent is CO (MeOH). Product: C1(CCC2=CC=CC=C12)C(=O)O (1-indanecarboxylic acid). Yield: 94.6%. Reaction SMILES: O=[C:2]1[C:10]2[C:5](=[CH:6][CH:7]=[CH:8][CH:9]=2)[CH:4]([C:11]([OH:13])=[O:12])[CH2:3]1>[Pd].CO>[CH:4]1([C:11]([OH:13])=[O:12])[C:5]2[C:10](=[CH:9][CH:8]=[CH:7][CH:6]=2)[CH2:2][CH2:3]1. Procedure details: A MeOH (1 mL) solution of 3-oxo-indancarboxylic acid (85.5 mg, 0.485 mmol) was mixed with Pd/C (16.5 mg) and hydrogenated at room temperature under 55 psi H2 pressure for 18 h. The crude mixture was filtered and concentrated to give 1-indanecarboxylic acid (74.4 mg, 95%). MS Found: (M−H)·=161. Starting materials: CN=C=S, CN(C)C=O, N=C(N)Nc1nc(-c2cccc(N)c2)co1. The product is CNC(=S)Nc1cccc(-c2coc(NC(=N)N)n2)c1. As a reaction SMILES: [CH3:17][N:18]=[C:19]=[S:20].[CH3:21][N:22]([CH3:23])[CH:24]=[O:25].[NH:1]([C:2](=[NH:3])[NH2:4])[c:5]1[o:6][cH:7][c:8](-[c:10]2[cH:11][c:12]([NH2:16])[cH:13][cH:14][cH:15]2)[n:9]1>>[NH:1]([C:2](=[NH:3])[NH2:4])[c:5]1[o:6][cH:7][c:8](-[c:10]2[cH:11][c:12]([NH:16][C:19]([NH:18][CH3:17])=[S:20])[cH:13][cH:14][cH:15]2)[n:9]1. Reactants: N(=NC(=O)OCC)C(=O)OCC (Diethyl azodicarboxylate), BrC1=CC(=C(NC2=NC=NC3=CC(=C(C=C23)OC)O)C=C1)F (4-(4-bromo-2-fluoroanilino)-7-hydroxy-6-methoxyquinazoline), C1(=CC=CC=C1)P(C1=CC=CC=C1)C1=CC=CC=C1 (triphenylphosphine), OCCN1CCN(CC1)C (1-(2-hydroxyethyl)4-methylpiperazine), C(Cl)Cl (methylene chloride). Run at time 1 hour. Yields the product Cl.BrC1=CC(=C(NC2=NC=NC3=CC(=C(C=C23)OC)OCCN2CCN(CC2)C)C=C1)F (4-(4-bromo-2-fluoroanilino)-6-methoxy-7-(2-(4-methylpiperazin-1-yl)ethoxy)quinazoline hydrochloride). Yield: 41.0%. RXN SMILES: N(C(OCC)=O)=NC(OCC)=O.[Br:13][C:14]1[CH:33]=[CH:32][C:17]([NH:18][C:19]2[C:28]3[C:23](=[CH:24][C:25]([OH:31])=[C:26]([O:29][CH3:30])[CH:27]=3)[N:22]=[CH:21][N:20]=2)=[C:16]([F:34])[CH:15]=1.C1(P(C2C=CC=CC=2)C2C=CC=CC=2)C=CC=CC=1.O[CH2:55][CH2:56][N:57]1[CH2:62][CH2:61][N:60]([CH3:63])[CH2:59][CH2:58]1.C(Cl)[Cl:65]>>[ClH:65].[Br:13][C:14]1[CH:33]=[CH:32][C:17]([NH:18][C:19]2[C:28]3[C:23](=[CH:24][C:25]([O:31][CH2:55][CH2:56][N:57]4[CH2:62][CH2:61][N:60]([CH3:63])[CH2:59][CH2:58]4)=[C:26]([O:29][CH3:30])[CH:27]=3)[N:22]=[CH:21][N:20]=2)=[C:16]([F:34])[CH:15]=1 |f:5.6|. Procedure details: Diethyl azodicarboxylate (209 mg, 1.2 mmol) was added dropwise to a suspension of 4-(4-bromo-2-fluoroanilino)-7-hydroxy-6-methoxyquinazoline (146 mg, 0.4 mmol), triphenylphosphine (314 mg, 1.2 mmol) and 1-(2-hydroxyethyl)4-methylpiperazine (86 mg, 0.6 mmol), (prepared as described for the starting material in Example 17), in methylene chloride (5 ml). The mixture was stirred for 1 hour at ambient temperature and the mixture was purified by column chrormatography eluting with methylene chloride/m... The reactants are O (water), COC1=CC=C(C=C1)C1=CC2=C(S1)C=C(C=C2)OC (2-(4'-methoxyphenyl)-6-methoxybenzo[b]thiophene), C(C)OC1=CC=C(C(=O)Cl)C=C1 (4-ethoxybenzoyl chloride), [Al+3].[Cl-].[Cl-].[Cl-] (AlCl3). Solvent: C(Cl)Cl (CH2Cl2), CCOC(=O)C (EtOAc), C(Cl)Cl (CH2Cl2). Run at time 45 minute. Product: C(C)OC1=CC=C(C(=O)C=2C3=C(SC2C2=CC=C(C=C2)OC)C=C(C=C3)OC)C=C1 (3-(4'-ethoxybenzoyl)-2-(4'-methoxyphenyl)-6-methoxybenzo[b]thiophene). Yield: 83.8%. RXN SMILES: [CH3:1][O:2][C:3]1[CH:8]=[CH:7][C:6]([C:9]2[S:13][C:12]3[CH:14]=[C:15]([O:18][CH3:19])[CH:16]=[CH:17][C:11]=3[CH:10]=2)=[CH:5][CH:4]=1.[CH2:20]([O:22][C:23]1[CH:31]=[CH:30][C:26]([C:27](Cl)=[O:28])=[CH:25][CH:24]=1)[CH3:21].[Al+3].[Cl-].[Cl-].[Cl-].O>C(Cl)Cl.CCOC(C)=O>[CH2:20]([O:22][C:23]1[CH:31]=[CH:30][C:26]([C:27]([C:10]2[C:11]3[CH:17]=[CH:16][C:15]([O:18][CH3:19])=[CH:14][C:12]=3[S:13][C:9]=2[C:6]2[CH:7]=[CH:8][C:3]([O:2][CH3:1])=[CH:4][CH:5]=2)=[O:28])=[CH:25][CH:24]=1)[CH3:21] |f:2.3.4.5|. Procedure details: To a well stirred solution of 2-(4'-methoxyphenyl)-6-methoxybenzo[b]thiophene (0.300 g, 1.11 mmol) and 4-ethoxybenzoyl chloride (0.555 g, 3.01 mmol) in CH2Cl2 (45 ml) was added AlCl3 (0.502 g, 3.76 mmol) portion-wise over a 15 minute period. After 45 minutes, water was added, and the product was isolated initially by extraction with CH2Cl2 and subsequently by extraction with EtOAc. The organic layers were separately washed with brine and then combined and dried over MgSO4. Purification by flash ... Starting materials: [N-]=[N+]=[N-] (azide), N([C@@H](CO)C(=O)N[C@@H](CC(O)=O)C(=O)N[C@@H](CC(C)C)C(=O)N1[C@H](C(=O)N[C@@H](CCC(N)=O)C(=O)NNC(=O)OC(C)(C)C)CCC1)C(=O)OCC1=CC=CC=C1 (Z-Ser-Asp-Leu-Pro-Gln-NHNHBoc), Peptide, N[C@@H]([C@H](O)C)C(=O)N[C@@H](CC1=CNC=N1)C(=O)N[C@@H](CO)C(=O)N[C@@H](CC(C)C)C(=O)NCC(=O)N[C@@H](CC(N)=O)C(=O)N[C@@H](CCCNC(N)=N)C(=O)N[C@@H](CCCNC(N)=N)C(=O)N[C@@H](C)C(=O)N[C@@H](CC(C)C)C(=O)N[C@@H]([C@@H](C)CC)C(=O)N[C@@H](CC(C)C)C(=O)N[C@@H](CC(C)C)C(=O)N[C@@H](C)C(=O)N[C@@H](CCC(N)=O)C(=O)O (H-Thr-His-Ser-Leu-Gly-Asn-Arg-Arg-Ala-Leu-Ile-Leu-Leu-Ala-Gln-OH), CN(C=O)C (dimethylformamide). Solvent: CN(P(N(C)C)(N(C)C)=O)C (hexamethylphosphoric triamide). Run at temperature 4 celsius, time 20 hour. The product is N[C@@H](CO)C(=O)N[C@@H](CC(O)=O)C(=O)N[C@@H](CC(C)C)C(=O)N1[C@H](C(=O)N[C@@H](CCC(N)=O)C(=O)N[C@@H]([C@H](O)C)C(=O)N[C@@H](CC2=CNC=N2)C(=O)N[C@@H](CO)C(=O)N[C@@H](CC(C)C)C(=O)NCC(=O)N[C@@H](CC(N)=O)C(=O)N[C@@H](CCCNC(N)=N)C(=O)N[C@@H](CCCNC(N)=N)C(=O)N[C@@H](C)C(=O)N[C@@H](CC(C)C)C(=O)N[C@@H]([C@@H](C)CC)C(=O)N[C@@H](CC(C)C)C(=O)N[C@@H](CC(C)C)C(=O)N[C@@H](C)C(=O)N[C@@H](CCC(N)=O)C(=O)O)CCC1 (H-Ser-Asp-Leu-Pro-Gln-Thr-His-Ser-Leu-Gly-Asn-Arg-Arg-Ala-Leu-Ile-Leu-Leu-Ala-Gln-OH). As a reaction SMILES: [NH2:1][C@H:2]([C:6]([NH:8][C@H:9]([C:16]([NH:18][C@H:19]([C:22]([NH:24][C@H:25]([C:30]([NH:32][CH2:33][C:34]([NH:36][C@H:37]([C:42]([NH:44][C@H:45]([C:53]([NH:55][C@H:56]([C:64]([NH:66][C@H:67]([C:69]([NH:71][C@H:72]([C:77]([NH:79][C@H:80]([C:85]([NH:87][C@H:88]([C:93]([NH:95][C@H:96]([C:101]([NH:103][C@H:104]([C:106]([NH:108][C@H:109]([C:115]([OH:117])=[O:116])[CH2:110][CH2:111][C:112](=[O:114])[NH2:113])=[O:107])[CH3:105])=[O:102])[CH2:97][CH:98]([CH3:100])[CH3:99])=[O:94])[CH2:89][CH:90]([CH3:92])[CH3:91])=[O:86])[C@H:81]([CH2:83][CH3:84])[CH3:82])=[O:78])[CH2:73][CH:74]([CH3:76])[CH3:75])=[O:70])[CH3:68])=[O:65])[CH2:57][CH2:58][CH2:59][NH:60][C:61](=[NH:63])[NH2:62])=[O:54])[CH2:46][CH2:47][CH2:48][NH:49][C:50](=[NH:52])[NH2:51])=[O:43])[CH2:38][C:39](=[O:41])[NH2:40])=[O:35])=[O:31])[CH2:26][CH:27]([CH3:29])[CH3:28])=[O:23])[CH2:20][OH:21])=[O:17])[CH2:10][C:11]1[N:15]=[CH:14][NH:13][CH:12]=1)=[O:7])[C@@H:3]([CH3:5])[OH:4].CN(C)C=O.[N-]=[N+]=[N-].[NH:126](C(OCC1C=CC=CC=1)=O)[C@H:127]([C:130]([NH:132][C@H:133]([C:138]([NH:140][C@H:141]([C:146]([N:148]1[CH2:172][CH2:171][CH2:170][C@H:149]1[C:150]([NH:152][C@H:153]([C:159](NNC(OC(C)(C)C)=O)=[O:160])[CH2:154][CH2:155][C:156](=[O:158])[NH2:157])=[O:151])=[O:147])[CH2:142][CH:143]([CH3:145])[CH3:144])=[O:139])[CH2:134][C:135](=[O:137])[OH:136])=[O:131])[CH2:128][OH:129]>CN(C)P(=O)(N(C)C)N(C)C>[NH2:126][C@H:127]([C:130]([NH:132][C@H:133]([C:138]([NH:140][C@H:141]([C:146]([N:148]1[CH2:172][CH2:171][CH2:170][C@H:149]1[C:150]([NH:152][C@H:153]([C:159]([NH:1][C@H:2]([C:6]([NH:8][C@H:9]([C:16]([NH:18][C@H:19]([C:22]([NH:24][C@H:25]([C:30]([NH:32][CH2:33][C:34]([NH:36][C@H:37]([C:42]([NH:44][C@H:45]([C:53]([NH:55][C@H:56]([C:64]([NH:66][C@H:67]([C:69]([NH:71][C@H:72]([C:77]([NH:79][C@H:80]([C:85]([NH:87][C@H:88]([C:93]([NH:95][C@H:96]([C:101]([NH:103][C@H:104]([C:106]([NH:108][C@H:109]([C:115]([OH:117])=[O:116])[CH2:110][CH2:111][C:112](=[O:114])[NH2:113])=[O:107])[CH3:105])=[O:102])[CH2:97][CH:98]([CH3:99])[CH3:100])=[O:94])[CH2:89][CH:90]([CH3:91])[CH3:92])=[O:86])[C@H:81]([CH2:83][CH3:84])[CH3:82])=[O:78])[CH2:73][CH:74]([CH3:75])[CH3:76])=[O:70])[CH3:68])=[O:65])[CH2:57][CH2:58][CH2:59][NH:60][C:61](=[NH:62])[NH2:63])=[O:54])[CH2:46][CH2:47][CH2:48][NH:49][C:50](=[NH:51])[NH2:52])=[O:43])[CH2:38][C:39](=[O:41])[NH2:40])=[O:35])=[O:31])[CH2:26][CH:27]([CH3:28])[CH3:29])=[O:23])[CH2:20][OH:21])=[O:17])[CH2:10][C:11]1[N:15]=[CH:14][NH:13][CH:12]=1)=[O:7])[C@@H:3]([CH3:5])[OH:4])=[O:160])[CH2:154][CH2:155][C:156](=[O:158])[NH2:157])=[O:151])=[O:147])[CH2:142][CH:143]([CH3:145])[CH3:144])=[O:139])[CH2:134][C:135](=[O:136])[OH:137])=[O:131])[CH2:128][OH:129]. Procedure details: This reaction mixture was added to a mixture consisting of 80 mg of Peptide B, i.e., H-Thr-His-Ser-Leu-Gly-Asn-Arg-Arg-Ala-Leu-Ile-Leu-Leu-Ala-Gln-OH, 5 ml of dimethylformamide and 6 ml of hexamethylphosphoric triamide, and stirred at 4° C. for 20 hours. Further, to the reaction mixture was added 116 mg of azide product of Z-Ser-Asp-Leu-Pro-Gln-NHNHBoc, then stirred for 28 hours. Dimethylformamide was removed by distillation and the residue thus obtained was extracted with butanol. The extract w...